Dataset: the Open Reaction Database (ORD), a public repository of structured organic reaction records. Task: describe an organic reaction: reactants, conditions, products, and yield The reactants are C(C)(C)(C)OC(=O)CC(C(=O)O)CCOC1=CC=C(C=C1)C1=CC=C(C=C1)C#N (2-tert-butyloxycarbonylmethyl-4-[4-(4-cyanophenyl)phenoxy]butanoic acid), CC(C(C(=O)O)OC1=CC=C(C=C1)C1=CC=C(C=C1)C#N)C (3-methyl-2-[4-(4-cyanophenyl)phenoxy]butanoic acid), N (NH3). The solvent is O (H2O). The product is C(C)(C)(C)OC(=O)CC(C(=O)NO)CCOC1=CC=C(C=C1)C1=CC=C(C=C1)C#N (2-tert-butyloxycarbonylmethyl-4-[4-(4-cyanophenyl)phenoxyl]butanohydroxamic acid). Reaction SMILES: [C:1]([O:5][C:6]([CH2:8][CH:9]([CH2:13][CH2:14][O:15][C:16]1[CH:21]=[CH:20][C:19]([C:22]2[CH:27]=[CH:26][C:25]([C:28]#[N:29])=[CH:24][CH:23]=2)=[CH:18][CH:17]=1)[C:10](O)=[O:11])=[O:7])([CH3:4])([CH3:3])[CH3:2].CC(C)C(OC1C=CC(C2C=CC(C#N)=CC=2)=CC=1)C(O)=[O:34].[NH3:52]>O>[C:1]([O:5][C:6]([CH2:8][CH:9]([CH2:13][CH2:14][O:15][C:16]1[CH:17]=[CH:18][C:19]([C:22]2[CH:27]=[CH:26][C:25]([C:28]#[N:29])=[CH:24][CH:23]=2)=[CH:20][CH:21]=1)[C:10]([NH:52][OH:34])=[O:11])=[O:7])([CH3:4])([CH3:2])[CH3:3]. Reported procedure: The desired compound was prepared according to the method of Example 29, step 5, except substituting 2-tert-butyloxycarbonylmethyl-4-[4-(4-cyanophenyl)phenoxy]butanoic acid, prepared as in step 3, for 3-methyl-2-[4-(4-cyanophenyl)phenoxy]butanoic acid. 1H NMR (DMSO-d6) δ 1.38 (s, 9H), 1.76-1.98 (m, 2H), 2.36 (dd, 1H, J=6, 15 Hz), 2.45-2.58 (m, 1H), 2.58-2.70 (m, 1H), 3.90-4.50 (m, 2H), 7.03 (d, 2H, J=9 Hz), 7.72 (d, 2H, J=9 Hz), 7.82-7.91 (m, 4H), 10.58 (s, 1H). MS (DCI/NH3) 411 (M+H)+, 428 (M+N... The reactants are CS(=O)(=O)OCCCN1N=C(C=2C1=NC=CC2CCC2=CC=C(C=C2)OC(C(C)(C)C)=O)O[C@H]2[C@H](OC(C(C)(C)C)=O)[C@@H](OC(C(C)(C)C)=O)[C@H](OC(C(C)(C)C)=O)[C@H](O2)COC(C(C)(C)C)=O (1-(3-methanesulfonyloxypropyl)-3-(2,3,4,6-tetra-O-pivaloyl-β-D-glucopyranosyloxy)-4-[2-(4-pivaloyloxyphenyl)ethyl]-1H-pyrazolo[3,4-b]pyridine), [N-]=[N+]=[N-].[Na+] (sodium azide), O (water). The solvent is CN(C=O)C (N,N-dimethylformamide). Conditions: temperature 100 celsius, time 1 hour. Yields the product N(=[N+]=[N-])CCCN1N=C(C=2C1=NC=CC2CCC2=CC=C(C=C2)OC(C(C)(C)C)=O)O[C@H]2[C@H](OC(C(C)(C)C)=O)[C@@H](OC(C(C)(C)C)=O)[C@H](OC(C(C)(C)C)=O)[C@H](O2)COC(C(C)(C)C)=O (1-(3-azidopropyl)-3-(2,3,4,6-tetra-O-pivaloyl-β-D-glucopyranosyloxy)-4-[2-(4-pivaloyloxyphenyl)ethyl]-1H-pyrazolo[3,4-b]pyridine). Isolated yield 62.1%. As a reaction SMILES: CS(O[CH2:6][CH2:7][CH2:8][N:9]1[C:13]2=[N:14][CH:15]=[CH:16][C:17]([CH2:18][CH2:19][C:20]3[CH:25]=[CH:24][C:23]([O:26][C:27](=[O:32])[C:28]([CH3:31])([CH3:30])[CH3:29])=[CH:22][CH:21]=3)=[C:12]2[C:11]([O:33][C@@H:34]2[O:60][C@H:59]([CH2:61][O:62][C:63](=[O:68])[C:64]([CH3:67])([CH3:66])[CH3:65])[C@@H:51]([O:52][C:53](=[O:58])[C:54]([CH3:57])([CH3:56])[CH3:55])[C@H:43]([O:44][C:45](=[O:50])[C:46]([CH3:49])([CH3:48])[CH3:47])[C@H:35]2[O:36][C:37](=[O:42])[C:38]([CH3:41])([CH3:40])[CH3:39])=[N:10]1)(=O)=O.[N-:69]=[N+:70]=[N-:71].[Na+].O>CN(C)C=O>[N:69]([CH2:6][CH2:7][CH2:8][N:9]1[C:13]2=[N:14][CH:15]=[CH:16][C:17]([CH2:18][CH2:19][C:20]3[CH:25]=[CH:24][C:23]([O:26][C:27](=[O:32])[C:28]([CH3:31])([CH3:30])[CH3:29])=[CH:22][CH:21]=3)=[C:12]2[C:11]([O:33][C@@H:34]2[O:60][C@H:59]([CH2:61][O:62][C:63](=[O:68])[C:64]([CH3:67])([CH3:66])[CH3:65])[C@@H:51]([O:52][C:53](=[O:58])[C:54]([CH3:57])([CH3:56])[CH3:55])[C@H:43]([O:44][C:45](=[O:50])[C:46]([CH3:47])([CH3:48])[CH3:49])[C@H:35]2[O:36][C:37](=[O:42])[C:38]([CH3:39])([CH3:40])[CH3:41])=[N:10]1)=[N+:70]=[N-:71] |f:1.2|. Procedure: To a solution of 1-(3-hydroxypropyl)-3-(2,3,4,6-tetra-O-pivaloyl-β-D-glucopyranosyloxy)-4-[2-(4-pivaloyloxy-phenyl)ethyl]-1H-pyrazolo[3,4-b]pyridine (0.49 g) and triethylamine (0.11 mL) in dichloromethane (5 mL) was added methanesulfonyl chloride (0.051 mL), and the mixture was stirred at room temperature for 30 minutes. The reaction mixture was poured into 0.5 mol/L hydrochloric acid, and the resulting mixture was extracted with ethylacetate. The extract was washed with water and brine, and dri... Run in CC#N (CH3CN). RXN SMILES: [F:1][C:2]1[C:3]([N:24]2[CH2:29][CH2:28][NH:27][CH2:26][CH2:25]2)=[N:4][C:5]([NH:8][C:9]2[CH:14]=[CH:13][C:12]([N:15]3[CH2:20][CH2:19][N:18]([C:21](=[O:23])[CH3:22])[CH2:17][CH2:16]3)=[CH:11][CH:10]=2)=[N:6][CH:7]=1.[C-:30]#[N:31].[K+].[OH2:33]>CC#N>[C:21]([N:18]1[CH2:19][CH2:20][N:15]([C:12]2[CH:13]=[CH:14][C:9]([NH:8][C:5]3[N:4]=[C:3]([N:24]4[CH2:29][CH2:28][N:27]([C:30]([NH2:31])=[O:33])[CH2:26][CH2:25]4)[C:2]([F:1])=[CH:7][N:6]=3)=[CH:10][CH:11]=2)[CH2:16][CH2:17]1)(=[O:23])[CH3:22] |f:1.2|. Conditions: temperature 70 celsius, time 3 hour. Procedure details: To a suspension of 1-(4-(4-(5-fluoro-4-(piperazin-1-yl)pyrimidin-2-ylamino)phenyl)piperazin-1-yl)ethanone (53 mg, 0.13 mmol) in CH3CN (2 mL), a solution of KCN (60 mg, 0.74 mmol) in H2O (2 mL) was added. The suspension became clear. The mixture was stirred at 70° C. for 3 h. It was then purified by HPLC to give the titled compound (15 mg). MS 443.3 (M+H); UV 201.8, 269.8 nm. Yields the product C(C)(=O)N1CCN(CC1)C1=CC=C(C=C1)NC1=NC=C(C(=N1)N1CCN(CC1)C(=O)N)F (4-(2-(4-(4-acetylpiperazin-1-yl)phenylamino)-5-fluoropyrimidin-4-yl)piperazine-1-carboxamide). Starting materials: [C-]#N.[K+] (KCN), O (H2O), FC=1C(=NC(=NC1)NC1=CC=C(C=C1)N1CCN(CC1)C(C)=O)N1CCNCC1 (1-(4-(4-(5-fluoro-4-(piperazin-1-yl)pyrimidin-2-ylamino)phenyl)piperazin-1-yl)ethanone). Reactants: CN1C=CC=2NC(C(=CC21)C2CCNCC2)=O (1-methyl-6-(piperidin-4-yl)-1H-pyrrolo[3,2-b]pyridin-5(4H)-one), ClC1=CC2=C(C=3C=NNC13)CN(C([C@@H](C2)CC(=O)O)=O)CC(C)(C)C ((S)-2-(4-chloro-9-neopentyl-8-oxo-3,6,7,8,9,10-hexahydroazepino[3,4-e]indazol-7-yl)acetic acid), C=1C=CC2=C(C1)N=NN2O (HOBT), C(CCl)Cl (EDC), C(C)(C)N(CC)C(C)C (diisopropylethylamine). Run in CN(C)C=O (DMF). Yields the product ClC=1C=C2C(=C3C=CNC13)CN(C([C@@H](C2)CC(=O)N2CCC(CC2)C2=CC1=C(NC2=O)C=CN1C)=O)CC(C)(C)C ((S)-7-chloro-4-(2-(4-(1-methyl-5-oxo-4,5-dihydro-1H-pyrrolo [3,2-b]pyridin-6-yl)piperidin-1-yl)-2-oxoethyl)-2-neopentyl-1,2,4,5-tetrahydroazepino[3,4-e]indol-3(8H)-one), grey solid. As a reaction SMILES: [CH3:1][N:2]1[C:10]2[CH:9]=[C:8]([CH:11]3[CH2:16][CH2:15][NH:14][CH2:13][CH2:12]3)[C:7](=[O:17])[NH:6][C:5]=2[CH:4]=[CH:3]1.[Cl:18][C:19]1[C:27]2[NH:26]N=[CH:24][C:23]=2[C:22]2[CH2:28][N:29]([CH2:38][C:39]([CH3:42])([CH3:41])[CH3:40])[C:30](=[O:37])[C@H:31]([CH2:33][C:34]([OH:36])=O)[CH2:32][C:21]=2[CH:20]=1.[CH:43]1C=CC2N(O)N=NC=2C=1.C(Cl)CCl.C(N(C(C)C)CC)(C)C>CN(C=O)C>[Cl:18][C:19]1[CH:20]=[C:21]2[CH2:32][C@@H:31]([CH2:33][C:34]([N:14]3[CH2:15][CH2:16][CH:11]([C:8]4[C:7](=[O:17])[NH:6][C:5]5[CH:4]=[CH:3][N:2]([CH3:1])[C:10]=5[CH:9]=4)[CH2:12][CH2:13]3)=[O:36])[C:30](=[O:37])[N:29]([CH2:38][C:39]([CH3:42])([CH3:40])[CH3:41])[CH2:28][C:22]2=[C:23]2[C:27]=1[NH:26][CH:43]=[CH:24]2. Reported procedure: To a mixture of 1-methyl-6-(piperidin-4-yl)-1H-pyrrolo[3,2-b]pyridin-5(4H)-one (41 mg, 0.177 mmol), (S)-2-(4-chloro-9-neopentyl-8-oxo-3,6,7,8,9,10-hexahydroazepino[3,4-e]indazol-7-yl)acetic acid (64.5 mg, 0.177 mmol), HOBT (26.3 mg, 0.195 mmol) and EDC (37.4 mg, 0.195 mmol) in DMF (2 mL) was added diisopropylethylamine (108 μl, 0.620 mmol) at rt. The resulting mixture was stirred at rt over night, most of the solvent was removed under N2, the residue was purified on reverse phase PrepHPLC to aff... Reactants: ClC(=C)C(=C)Cl (2,3-dichlorobutadiene), C1(\C=C/C(=O)O1)=O (maleic anhydride). Run in C1(=CC=CC=C1)C (toluene). Yields the product ClC1CC2C(C(=O)OC2=O)C=C1Cl (4,5-dichlorotetrahydrophthalic anhydride). The yield is 61.7%. Reaction SMILES: [Cl:1][C:2]([C:4]([Cl:6])=[CH2:5])=[CH2:3].[C:7]1(=[O:13])[O:12][C:10](=[O:11])[CH:9]=[CH:8]1>C1(C)C=CC=CC=1>[Cl:1][CH:2]1[C:4]([Cl:6])=[CH:5][CH:9]2[C:10]([O:12][C:7](=[O:13])[CH:8]2[CH2:3]1)=[O:11]. Procedure details: A 500 mL reaction flask was charged with 34.5 g of 2,3-dichlorobutadiene and 27.5 g of maleic anhydride. 200 mL of toluene was added, along with a small amount of BHT (0.5 g). The solution was heated to reflux until the reaction was complete. The toluene was removed and the product recrystallized from ethyl acetate/hexanes to give 38.25 g (61.8%) of 4,5-dichlorotetrahydrophthalic anhydride.